This data is from the Open Reaction Database (ORD), a public repository of structured organic reaction records. The task is: describe an organic reaction: reactants, conditions, products, and yield Starting materials: CN1C(=NC=C1[N+](=O)[O-])CO (1-methyl-2-hydroxymethyl-5-nitro-imidazole), FC(C1=C(C=CC(=C1)[N+](=O)[O-])F)(F)F (2-trifluoromethyl-4-nitro-fluorobenzene). Yields the product CN1C(=NC=C1[N+](=O)[O-])COC1=C(C=C(C=C1)[N+](=O)[O-])C(F)(F)F (1-Methyl-2-(2-trifluoromethyl-4-nitrophenoxymethyl)-5-nitro-imidazole). Reaction SMILES: [CH3:1][N:2]1[C:6]([N+:7]([O-:9])=[O:8])=[CH:5][N:4]=[C:3]1[CH2:10][OH:11].[F:12][C:13]([F:25])([F:24])[C:14]1[CH:19]=[C:18]([N+:20]([O-:22])=[O:21])[CH:17]=[CH:16][C:15]=1F>>[CH3:1][N:2]1[C:6]([N+:7]([O-:9])=[O:8])=[CH:5][N:4]=[C:3]1[CH2:10][O:11][C:15]1[CH:16]=[CH:17][C:18]([N+:20]([O-:22])=[O:21])=[CH:19][C:14]=1[C:13]([F:12])([F:24])[F:25]. Procedure details: m.p. 153° C, from 1-methyl-2-hydroxymethyl-5-nitro-imidazole and 2-trifluoromethyl-4-nitro-fluorobenzene. The reactants are C(#N)CC(C(=O)OCC)C(=O)OCC (Diethyl 2-(cyanomethyl)malonate), [H-].[Na+] (Sodium hydride), ClC1=NC=C(C=C1)[N+](=O)[O-] (2-chloro-5-nitropyridine). Run at time 15 minute. RXN SMILES: [H-].[Na+].[C:3]([CH2:5][CH:6]([C:12]([O:14][CH2:15][CH3:16])=[O:13])[C:7]([O:9][CH2:10][CH3:11])=[O:8])#[N:4].Cl[C:18]1[CH:23]=[CH:22][C:21]([N+:24]([O-:26])=[O:25])=[CH:20][N:19]=1>CCCCCC.O1CCCC1>[C:3]([CH2:5][C:6]([C:18]1[CH:23]=[CH:22][C:21]([N+:24]([O-:26])=[O:25])=[CH:20][N:19]=1)([C:7]([O:9][CH2:10][CH3:11])=[O:8])[C:12]([O:14][CH2:15][CH3:16])=[O:13])#[N:4] |f:0.1|. Procedure: Sodium hydride (53% dispersion in oil) (5.17 g, 0.1 mole) was washed by decantation with hexane (2×150 ml), tetrahydrofuran (THF) (150 ml) and was finally suspended in THF (150 ml). Diethyl 2-(cyanomethyl)malonate (26.4 g, 0.11 mole) in THF (20 ml) was added dropwise over 45 minutes keeping the internal temperature at 18° C. to 22° C. (with ice bath cooling). The resulting suspension cleared over 15 minutes when 2-chloro-5-nitropyridine (14.22 g, 0.09 mole) was added to give a deep magenta solut... The product is C(#N)CC(C(=O)OCC)(C(=O)OCC)C1=NC=C(C=C1)[N+](=O)[O-] (Diethyl 2-(cyanomethyl)-2-(5-nitropyrid-2-yl)malonate). Run in O1CCCC1 (THF), CCCCCC (hexane), O1CCCC1 (tetrahydrofuran), O1CCCC1 (THF). Reactants: FC1=C(C=CC(=C1)F)C1=NC(=NC(=C1C(C(=O)OC)CCC)C)N1CCCCC1 (methyl 2-(4-(2,4-difluorophenyl)-6-methyl-2-(piperidin-1-yl)pyrimidin-5-yl)pentanoate), [OH-].[Na+] (sodium hydroxide). The solvent is CO (methanol). Yields the product FC1=C(C=CC(=C1)F)C1=NC(=NC(=C1C(C(=O)O)CCC)C)N1CCCCC1 (2-(4-(2,4-difluorophenyl)-6-methyl-2-(piperidin-1-yl)pyrimidin-5-yl)pentanoic acid). Isolated yield 72.0%. RXN SMILES: [F:1][C:2]1[CH:7]=[C:6]([F:8])[CH:5]=[CH:4][C:3]=1[C:9]1[C:14]([CH:15]([CH2:20][CH2:21][CH3:22])[C:16]([O:18]C)=[O:17])=[C:13]([CH3:23])[N:12]=[C:11]([N:24]2[CH2:29][CH2:28][CH2:27][CH2:26][CH2:25]2)[N:10]=1.[OH-].[Na+]>CO>[F:1][C:2]1[CH:7]=[C:6]([F:8])[CH:5]=[CH:4][C:3]=1[C:9]1[C:14]([CH:15]([CH2:20][CH2:21][CH3:22])[C:16]([OH:18])=[O:17])=[C:13]([CH3:23])[N:12]=[C:11]([N:24]2[CH2:25][CH2:26][CH2:27][CH2:28][CH2:29]2)[N:10]=1 |f:1.2|. Procedure details: This compound was prepared according to general method D from methyl 2-(4-(2,4-difluorophenyl)-6-methyl-2-(piperidin-1-yl)pyrimidin-5-yl)pentanoate (0.056 g; 0.139 mmol), sodium hydroxide 10N (0.200 mL; 2.00 mmol) in methanol (2 mL) at 60° C. for 18 h to afford 0.039 g (69%) of the title compound as a white solid.